describe an organic reaction: reactants, conditions, products, and yield From a dataset of the Open Reaction Database (ORD), a public repository of structured organic reaction records. The reactants are C(C)#N (acetonitrile), ClC1=NC=CC(=C1)NN ((2-Chloro-pyridin-4-yl)-hydrazine), C(#N)NC(OC1=CC=CC=C1)=NC1=CC=C(C=C1)NC(C)=O (N-cyano-N′-(4-acetamidophenyl)-O-phenylisourea), C([O-])(O)=O.[Na+] (sodium bicarbonate). Run in CN1CCCC1=O (NMP), CCN(C(C)C)C(C)C (DIEA). Run at temperature 220 celsius. The product is NC1=NC(=NN1C1=CC(=NC=C1)Cl)NC1=CC=C(C=C1)NC(C)=O (N-{4-[5-Amino-1-(2-chloro-pyridin-4-yl)-1H-[1,2,4]triazol-3-ylamino]-phenyl}-acetamide). Isolated yield 85.3%. RXN SMILES: [Cl:1][C:2]1[CH:7]=[C:6]([NH:8][NH2:9])[CH:5]=[CH:4][N:3]=1.[C:10]([NH:12][C:13](=[N:21][C:22]1[CH:27]=[CH:26][C:25]([NH:28][C:29](=[O:31])[CH3:30])=[CH:24][CH:23]=1)OC1C=CC=CC=1)#[N:11].C(=O)(O)[O-].[Na+].C(#N)C>CN1C(=O)CCC1.CCN(C(C)C)C(C)C>[NH2:11][C:10]1[N:8]([C:6]2[CH:5]=[CH:4][N:3]=[C:2]([Cl:1])[CH:7]=2)[N:9]=[C:13]([NH:21][C:22]2[CH:27]=[CH:26][C:25]([NH:28][C:29](=[O:31])[CH3:30])=[CH:24][CH:23]=2)[N:12]=1 |f:2.3|. Reported procedure: A microwave reaction vessel was charged with 1.34 g of (2-Chloro-pyridin-4-yl)-hydrazine (7.48 mmol, 1.1 equiv) and 2.00 g of N-cyano-N′-(4-acetamidophenyl)-O-phenylisourea (6.80 mMol, 1 equiv). The solids were dissolved in 40 mL of NMP and 8 mL of DIEA. The sealed vessel was warmed to 220° C. for 6 min via microwave irradiation. Upon cooling, the resulting solution was poured into 200 mL of saturated sodium bicarbonate. The precipitate was collected and washed with 3×100 mL of water. After azeo... The reactants are N1CCC(CC1)C1=NOC2=C1C=CC=C2 (3-(4-piperidyl)-1,2-benzisoxazole), C(C=C)Br (allyl bromide), C([O-])(O)=O.[Br-] (bromide bicarbonate), [I-].[K+] (potassium iodide), Cl (hydrochloric acid). The solvent is CN(C=O)C (dimethylformamide), CCOCC (ether). Reaction conditions: time 20 hour. The product is Cl.C(C=C)N1CCC(CC1)C1=NOC2=C1C=CC=C2 (3-(1-Allyl-4-piperidyl)-1,2-benzisoxazole hydrochloride). Reaction SMILES: [NH:1]1[CH2:6][CH2:5][CH:4]([C:7]2[C:11]3[CH:12]=[CH:13][CH:14]=[CH:15][C:10]=3[O:9][N:8]=2)[CH2:3][CH2:2]1.[CH2:16](Br)[CH:17]=[CH2:18].C(=O)(O)[O-].[Br-].[I-].[K+].[ClH:27]>CN(C)C=O.CCOCC>[ClH:27].[CH2:18]([N:1]1[CH2:2][CH2:3][CH:4]([C:7]2[C:11]3[CH:12]=[CH:13][CH:14]=[CH:15][C:10]=3[O:9][N:8]=2)[CH2:5][CH2:6]1)[CH:17]=[CH2:16] |f:2.3,4.5,9.10|. Reported procedure: A suspension of 4.0 g of 3-(4-piperidyl)-1,2-benzisoxazole, 2.6 g of allyl bromide, 5.0 g of bromide bicarbonate, and 3.0 g of potassium iodide in 90 ml of dimethylformamide was stirred at 80° for 20 hrs. The reaction was cooled, filtered and poured into 1 l of water. The mixture was extracted with ether (three times) and dried over anhydrous sodium sulfate. The solvent was removed under reduced pressure to give an oil. The oil was dissolved in a small amount of ether into which hydrochloric aci...